From a dataset of the Open Reaction Database (ORD), a public repository of structured organic reaction records. describe an organic reaction: reactants, conditions, products, and yield Reactants: OC1=C(C2=C(C(CO2)=O)C=C1)CN1CCN(CC1)C(=O)OC(C)(C)C (tert-butyl 4-[1-(6-hydroxy-3-oxo-2,3-dihydrobenzofuran-7-yl)methyl]piperazine-1-carboxylate), ClC=1C=C2C(=NNC2=CC1)C=O (5-chloro-1H-indazole-3-carbaldehyde), N1CCCCC1 (piperidine). Solvent: CO (methanol), CO (methanol), CO (methanol). Run at temperature 60 celsius, time 3 hour. Product: OC1=C(C2=C(C(/C(/O2)=C/C2=NNC3=CC=C(C=C23)Cl)=O)C=C1)CN1CCN(CC1)C(=O)OC(C)(C)C (tert-butyl (Z)-4-({6-hydroxy-3-oxo-2-[(5-chloro-1H-indazol-3-yl)methylene]-2,3-dihydrobenzofuran-7-yl}methyl)piperazine-1-carboxylate). The yield is 51.1%. As a reaction SMILES: [OH:1][C:2]1[CH:11]=[CH:10][C:5]2[C:6](=[O:9])[CH2:7][O:8][C:4]=2[C:3]=1[CH2:12][N:13]1[CH2:18][CH2:17][N:16]([C:19]([O:21][C:22]([CH3:25])([CH3:24])[CH3:23])=[O:20])[CH2:15][CH2:14]1.[Cl:26][C:27]1[CH:28]=[C:29]2[C:33](=[CH:34][CH:35]=1)[NH:32][N:31]=[C:30]2[CH:36]=O.N1CCCCC1>CO>[OH:1][C:2]1[CH:11]=[CH:10][C:5]2[C:6](=[O:9])/[C:7](=[CH:36]/[C:30]3[C:29]4[C:33](=[CH:34][CH:35]=[C:27]([Cl:26])[CH:28]=4)[NH:32][N:31]=3)/[O:8][C:4]=2[C:3]=1[CH2:12][N:13]1[CH2:14][CH2:15][N:16]([C:19]([O:21][C:22]([CH3:25])([CH3:24])[CH3:23])=[O:20])[CH2:17][CH2:18]1. Reported procedure: A solution of tert-butyl 4-[1-(6-hydroxy-3-oxo-2,3-dihydrobenzofuran-7-yl)methyl]piperazine-1-carboxylate (0.100 g, 0.287 mmol) in methanol (1.2 mL) was added with 5-chloro-1H-indazole-3-carbaldehyde (0.0518 g, 0.287 mmol), and piperidine (0.00244 g, 0.0287 mmol) at room temperature, and the mixture was stirred at 60° C. for 3 hours. The reaction mixture was added with methanol (4 mL), suspended in methanol and thereby washed, and then the solid was collected by filtration to obtain tert-butyl (... Starting materials: C(C(=O)OCC)(=O)OCC (diethyl oxalate), C(C)(=O)C1=C(N=CO1)C (5-acetyl-4-methyloxazole). The solvent is [O-]CC.[Na+] (sodium ethoxide). Reaction conditions: time 1.5 hour. The product is C(C)OC(C(CC(C1=C(N=CO1)C)=O)=O)=O (2,4-diketo-4-(4-methyloxazol-5-yl)butyric acid ethyl ester). Yield: 78.4%. RXN SMILES: [C:1]([O:8][CH2:9][CH3:10])(=[O:7])[C:2]([O:4]CC)=O.[C:11]([C:14]1[O:18][CH:17]=[N:16][C:15]=1[CH3:19])(=[O:13])[CH3:12]>[O-]CC.[Na+]>[CH2:9]([O:8][C:1](=[O:7])[C:2](=[O:4])[CH2:12][C:11](=[O:13])[C:14]1[O:18][CH:17]=[N:16][C:15]=1[CH3:19])[CH3:10] |f:2.3|. Procedure: To a sodium ethoxide solution (2.7 g of sodium and 50 ml of ethanol), a mixture of diethyl oxalate (14.48 g) and 5-acetyl-4-methyloxazole (12.4 g) was added dropwise at 0° C. The resulting mixture as stirred at room temperature for 1.5 hours, and concentrated. The residue was treated with 150 ml of water, and neutralized with 6N HCl. The resulting mixture was filtered to afford 17.5 g of 2,4-diketo-4-(4-methyloxazol-5-yl)butyric acid ethyl ester as white solids. NMR: 1.41 (t, 3H), 2.60 (s, 3H, o... Reactants: CC1=CC=C(C=C1)SC1=CC=CC=2C3=C(NC12)CCN(C3)C(=O)OC(C)(C)C (Tert-butyl 6-[(4-methylphenyl)sulfanyl]-1,3,4,5-tetrahydro-2H-pyrido[4,3-b]indole-2-carboxylate), [OH-].[K+] (potassium hydroxide), IC (iodomethane). Solvent: COCCOC (DME). Reaction conditions: time 10 hour. Yields the product CN1C2=C(C=3C=CC=C(C13)SC1=CC=C(C=C1)C)CN(CC2)C(=O)OC(C)(C)C (tert-butyl 5-methyl-6-[(4-methylphenyl)sulfanyl]-1,3,4,5,-tetrahydro-2H-pyrido[4,3-b]indole-2-carboxylate). Yield: 95.0%. RXN SMILES: [CH3:1][C:2]1[CH:7]=[CH:6][C:5]([S:8][C:9]2[C:17]3[NH:16][C:15]4[CH2:18][CH2:19][N:20]([C:22]([O:24][C:25]([CH3:28])([CH3:27])[CH3:26])=[O:23])[CH2:21][C:14]=4[C:13]=3[CH:12]=[CH:11][CH:10]=2)=[CH:4][CH:3]=1.[OH-].[K+].I[CH3:32]>COCCOC>[CH3:32][N:16]1[C:17]2[C:9]([S:8][C:5]3[CH:6]=[CH:7][C:2]([CH3:1])=[CH:3][CH:4]=3)=[CH:10][CH:11]=[CH:12][C:13]=2[C:14]2[CH2:21][N:20]([C:22]([O:24][C:25]([CH3:28])([CH3:27])[CH3:26])=[O:23])[CH2:19][CH2:18][C:15]1=2 |f:1.2|. Reported procedure: Tert-butyl 6-[(4-methylphenyl)sulfanyl]-1,3,4,5-tetrahydro-2H-pyrido[4,3-b]indole-2-carboxylate (22.6 mmol), potassium hydroxide (113 mmol), and iodomethane (226 mmol) were combined with dry DME (110 mL) and stirred at room temperature for 10 hours. The reaction was then filtered and the residue washed with chloroform. The filtrate was concentrated under reduced pressure to give tert-butyl 5-methyl-6-[(4-methylphenyl)sulfanyl]-1,3,4,5,-tetrahydro-2H-pyrido[4,3-b]indole-2-carboxylate (95%). The reactants are COC(C1=CN=C(C(=C1)Br)Cl)=O (5-bromo-6-chloro-nicotinic acid methyl ester), NCC(C)(O)C1CC1 (rac-1-amino-2-cyclopropyl-propan-2-ol), C1(CC1)CO (cyclopropylmethanol), FC(OC1=CC=C(C=C1)B(O)O)(F)F (4-trifluoromethoxyphenylboronic acid). The product is C1(CC1)[C@](CNC(C1=CN=C(C(=C1)C1=CC=C(C=C1)OC(F)(F)F)OCC1CC1)=O)(C)O (N—((S)-2-Cyclopropyl-2-hydroxy-propyl)-6-cyclopropylmethoxy-5-(4-trifluoromethoxy-phenyl)-nicotinamide). Reaction SMILES: CO[C:3](=[O:12])[C:4]1[CH:9]=[C:8](Br)[C:7](Cl)=[N:6][CH:5]=1.[CH:13]1([CH2:16][OH:17])[CH2:15][CH2:14]1.[F:18][C:19]([F:31])([F:30])[O:20][C:21]1[CH:26]=[CH:25][C:24](B(O)O)=[CH:23][CH:22]=1.[NH2:32][CH2:33][C:34]([CH:37]1[CH2:39][CH2:38]1)([OH:36])[CH3:35]>>[CH:37]1([C@@:34]([OH:36])([CH3:35])[CH2:33][NH:32][C:3](=[O:12])[C:4]2[CH:9]=[C:8]([C:24]3[CH:25]=[CH:26][C:21]([O:20][C:19]([F:31])([F:30])[F:18])=[CH:22][CH:23]=3)[C:7]([O:17][CH2:16][CH:13]3[CH2:15][CH2:14]3)=[N:6][CH:5]=2)[CH2:39][CH2:38]1. Procedure details: The title compound was synthesized in analogy to the procedure described for the preparation of Example 43, using 5-bromo-6-chloro-nicotinic acid methyl ester, cyclopropylmethanol (commercially available), 4-trifluoromethoxyphenylboronic acid (commercially available) and rac-1-amino-2-cyclopropyl-propan-2-ol (commercially available) as starting materials. The two enantiomers were separated by column chromatography on chiral phase. MS (ISP): 451.1 (M+H+). Starting materials: 1-tert-butyl-6-(1-methyl-4-{4-[3-methyl-1-(propan-2-yl)-1H-1,2,4-triazol-5-yl]-9-oxa-3,6-diazatricyclo[8.4.0.02,6]tetradeca-1(14),2,4,10,12-pentaen-12-yl}-1H-pyrazol-5-yl)-λ3,3-oxazepan-2-one, [H-].[H-].[H-].[H-].[Li+].[Al+3] (LiAlH4), CO (MeOH). Solvent: C1CCOC1 (THF). Product: C(C)(C)N1N=C(N=C1C=1N=C2N(CCOC3=C2C=CC(=C3)C=3C=NN(C3C3CN(CC3)C)C)C1)C (2-(1-isopropyl-3-methyl-1H-1,2,4-triazol-5-yl)-9-(1-methyl-5-(1-methylpyrrolidin-3-yl)-1H-pyrazol-4-yl)-5,6-dihydrobenzo[f]imidazo[1,2-d][1,4]oxazepine). Yield: 51.1%. As a reaction SMILES: C(O1[CH2:11][CH:10]([C:12]2[N:16]([CH3:17])[N:15]=[CH:14][C:13]=2[C:18]2[CH:19]=[C:20]3[C:29](=[CH:30][CH:31]=2)[C:28]2[N:24]([CH:25]=[C:26]([C:32]4[N:36]([CH:37]([CH3:39])[CH3:38])[N:35]=[C:34]([CH3:40])[N:33]=4)[N:27]=2)[CH2:23][CH2:22][O:21]3)[CH2:9][CH2:8][NH:7][C:6]1=O)(C)(C)C.[H-].[H-].[H-].[H-].[Li+].[Al+3].CO>C1COCC1>[CH:37]([N:36]1[C:32]([C:26]2[N:27]=[C:28]3[C:29]4[CH:30]=[CH:31][C:18]([C:13]5[CH:14]=[N:15][N:16]([CH3:17])[C:12]=5[CH:10]5[CH2:9][CH2:8][N:7]([CH3:6])[CH2:11]5)=[CH:19][C:20]=4[O:21][CH2:22][CH2:23][N:24]3[CH:25]=2)=[N:33][C:34]([CH3:40])=[N:35]1)([CH3:39])[CH3:38] |f:1.2.3.4.5.6|. Reported procedure: A mixture of 1-tert-butyl-6-(1-methyl-4-{4-[3-methyl-1-(propan-2-yl)-1H-1,2,4-triazol-5-yl]-9-oxa-3,6-diazatricyclo[8.4.0.02,6]tetradeca-1(14),2,4,10,12-pentaen-12-yl}-1H-pyrazol-5-yl)-λ3,3-oxazepan-2-one (150 mg, 0.269 mmol) and LiAlH4 (51 mg, 1.3 mmol) in THF (5 mL) was refluxed for 1 hr. MeOH was added to quench reaction, The solid was filtered off and the filtrate was evaporated to afford the crude product, which was purified by reverse phase Combiflash eluting with a 0-70% gradient of CH3CN... Starting materials: O=C(O)C=CC(=O)O, CN(C)C=O, O, O=C1Cc2cc3c(CCC4CCN(Cc5ccccc5)CC4)noc3cc2N1, c1ccncc1. Yields the product Cc1noc2cc3c(cc12)CC(=O)N3. RXN SMILES: [C:1]([OH:2])(=[O:3])[CH:4]=[CH:5][C:6]([OH:7])=[O:8].[CH3:44][N:45]([CH3:46])[CH:47]=[O:48].[OH2:43].[c:9]1([CH2:10][N:11]2[CH2:12][CH2:13][CH:14]([CH2:15][CH2:23][c:24]3[n:25][o:26][c:27]4[c:28]3[cH:29][c:30]3[c:31]([cH:32]4)[NH:33][C:34](=[O:36])[CH2:35]3)[CH2:16][CH2:17]2)[cH:18][cH:19][cH:20][cH:21][cH:22]1.[cH:37]1[cH:38][cH:39][n:40][cH:41][cH:42]1>>[CH3:23][c:24]1[n:25][o:26][c:27]2[c:28]1[cH:29][c:30]1[c:31]([cH:32]2)[NH:33][C:34](=[O:36])[CH2:35]1. Starting materials: CC1CN(C)CC([N+](=O)[O-])CN1Cc1ccccc1, CC(=O)O, CCO. The product is CC(=O)NC1CN(C)CC(C)N(Cc2ccccc2)C1. Reaction SMILES: [CH2:1]([c:2]1[cH:3][cH:4][cH:5][cH:6][cH:7]1)[N:8]1[CH:9]([CH3:19])[CH2:10][N:11]([CH3:18])[CH2:12][CH:13]([N+:15]([O-:16])=[O:17])[CH2:14]1.[CH3:20][C:21]([OH:22])=[O:23].[CH3:24][CH2:25][OH:26]>>[CH2:1]([c:2]1[cH:3][cH:4][cH:5][cH:6][cH:7]1)[N:8]1[CH:9]([CH3:19])[CH2:10][N:11]([CH3:18])[CH2:12][CH:13]([NH:15][C:21]([CH3:20])=[O:22])[CH2:14]1. Starting materials: [H-].[Na+] (sodium hydride), ClC=1N(C=C(N1)[N+](=O)[O-])C[C@](CN1CCC(CC1)OC1=CC=C(C=C1)C(F)(F)F)(O)C ((S)-1-(2-chloro-4-nitroimidazol-1-yl)-2-methyl-3-[4-(4-trifluoromethylphenoxy)piperidin-1-yl]propan-2-ol), O (water). Run in CN(C)C=O (DMF). Reaction conditions: time 8 hour. Yields the product C[C@@]1(CN2C(O1)=NC(=C2)[N+](=O)[O-])CN2CCC(CC2)OC2=CC=C(C=C2)C(F)(F)F ((S)-2-methyl-6-nitro-2-[4-(4-trifluoromethylphenoxy)piperidin-1-ylmethyl]-2,3-dihydroimidazo[2,1-b]oxazole). Isolated yield 43.9%. As a reaction SMILES: Cl[C:2]1[N:3]([CH2:10][C@@:11]([CH3:31])([OH:30])[CH2:12][N:13]2[CH2:18][CH2:17][CH:16]([O:19][C:20]3[CH:25]=[CH:24][C:23]([C:26]([F:29])([F:28])[F:27])=[CH:22][CH:21]=3)[CH2:15][CH2:14]2)[CH:4]=[C:5]([N+:7]([O-:9])=[O:8])[N:6]=1.[H-].[Na+].O>CN(C=O)C>[CH3:31][C@@:11]1([CH2:12][N:13]2[CH2:18][CH2:17][CH:16]([O:19][C:20]3[CH:25]=[CH:24][C:23]([C:26]([F:29])([F:28])[F:27])=[CH:22][CH:21]=3)[CH2:15][CH2:14]2)[O:30][C:2]2=[N:6][C:5]([N+:7]([O-:9])=[O:8])=[CH:4][N:3]2[CH2:10]1 |f:1.2|. Procedure: (S)-1-(2-Chloro-4-nitroimidazol-1-yl)-2-methyl-3-[4-(4-trifluoromethylphenoxy)piperidin-1-yl]propan-2-ol prepared in Example 253 (1.06 g, 2.3 mmol) was dissolved in DMF (15 ml). To the solution, sodium hydride (110 mg, 2.76 mmol) was added with cooling on ice-bath followed by stirring at room temperature overnight. The reaction mixture was poured into water and extracted with ethyl acetate. The organic phase was washed with a saturated saline solution, dried over magnesium sulfate and then filte...